This data is from the Open Reaction Database (ORD), a public repository of structured organic reaction records. The task is: describe an organic reaction: reactants, conditions, products, and yield Starting materials: COCCN1CCNCC1 (1-(2-methoxyethyl)-piperazine), C(C)(=O)O[BH-](OC(C)=O)OC(C)=O.[Na+] (sodium triacetoxyborohydride), NC1=C2C(=NC=N1)N(N=C2C2=CC(=C(C=C2)NC(C2=C(C=C(C=C2)C(F)(F)F)F)=O)OC)C2=CC=C(C=C2)C=O (N1-{4-[4-amino-1-(4-formylphenyl)-1H-pyrazolo[3,4-d]pyrimidin-3-yl]-2-methoxyphenyl}-2-fluoro-4-(trifluoromethyl)benzamide), NC1=C2C(=NC=N1)N(N=C2C2=CC(=C(C=C2)NC(C2=C(C=C(C=C2)C(F)(F)F)F)=O)OC)C2=CC=C(C=C2)C=O (N1-{4-[4-amino-1-(4-formylphenyl)-1H-pyrazolo[3,4-d]pyrimidin-3-yl]-2-methoxyphenyl}-2-fluoro-4-(trifluoromethyl)benzamide), COCCN1CCNCC1 (1-(2-methoxyethyl)-piperazine), C(C)(=O)O[BH-](OC(C)=O)OC(C)=O.[Na+] (sodium triacetoxyborohydride), [OH-].[Na+] (NaOH). Run in ClC(C)Cl (dichloroethane). Conditions: time 3 day. The product is NC1=C2C(=NC=N1)N(N=C2C2=CC(=C(C=C2)NC(C2=C(C=C(C=C2)C(F)(F)F)F)=O)OC)C2=CC=C(C=C2)CN2CCN(CC2)CCOC (N1-{4-[4-amino-1-(4-{[4-(2-methoxyethyl)piperazino]methyl}phenyl)-1H-pyrazolo[3,4-d]pyrimidin-3-yl]-2-methoxyphenyl}-2-fluoro-4-(trifluoromethyl)benzamide). Isolated yield 22.1%. Reaction SMILES: [NH2:1][C:2]1[N:7]=[CH:6][N:5]=[C:4]2[N:8]([C:33]3[CH:38]=[CH:37][C:36]([CH:39]=O)=[CH:35][CH:34]=3)[N:9]=[C:10]([C:11]3[CH:16]=[CH:15][C:14]([NH:17][C:18](=[O:30])[C:19]4[CH:24]=[CH:23][C:22]([C:25]([F:28])([F:27])[F:26])=[CH:21][C:20]=4[F:29])=[C:13]([O:31][CH3:32])[CH:12]=3)[C:3]=12.[CH3:41][O:42][CH2:43][CH2:44][N:45]1[CH2:50][CH2:49][NH:48][CH2:47][CH2:46]1.C(O[BH-](OC(=O)C)OC(=O)C)(=O)C.[Na+].[OH-].[Na+]>ClC(Cl)C>[NH2:1][C:2]1[N:7]=[CH:6][N:5]=[C:4]2[N:8]([C:33]3[CH:34]=[CH:35][C:36]([CH2:39][N:48]4[CH2:49][CH2:50][N:45]([CH2:44][CH2:43][O:42][CH3:41])[CH2:46][CH2:47]4)=[CH:37][CH:38]=3)[N:9]=[C:10]([C:11]3[CH:16]=[CH:15][C:14]([NH:17][C:18](=[O:30])[C:19]4[CH:24]=[CH:23][C:22]([C:25]([F:27])([F:28])[F:26])=[CH:21][C:20]=4[F:29])=[C:13]([O:31][CH3:32])[CH:12]=3)[C:3]=12 |f:2.3,4.5|. Reported procedure: A mixture of N1-{4-[4-amino-1-(4-formylphenyl)-1H-pyrazolo[3,4-d]pyrimidin-3-yl]-2-methoxyphenyl}-2-fluoro-4-(trifluoromethyl)benzamide (Intermediate 2) (0.075 g, 0.14 mmol), 1-(2-methoxyethyl)-piperazine (0.039 g, 0.27 mmol), and sodium triacetoxyborohydride (0.087 g, 0.41 mmol) in dichloroethane (1.4 mL) was shaken at room temperature for 3 days. Additional portions of 1-(2-methoxyethyl)-piperazine (0.10 mL) and sodium triacetoxyborohydride (0.089 g, 0.41 mmol) were added and the reaction mixt... Reactants: C(C=1C(O)=CC=CC1)=O (salicylaldehyde), BrCCCCCBr (1,5-dibromopentane), C([O-])([O-])=O.[K+].[K+] (potassium carbonate), [I-].[K+] (potassium iodide). Run in CC(=O)C (acetone), CC(=O)C (acetone). The product is BrCCCCCOC1=C(C=O)C=CC=C1 (2-(5-bromopentoxy)benzaldehyde). As a reaction SMILES: [CH:1](=[O:9])[C:2]1[C:3](=[CH:5][CH:6]=[CH:7][CH:8]=1)[OH:4].[Br:10][CH2:11][CH2:12][CH2:13][CH2:14][CH2:15]Br.C(=O)([O-])[O-].[K+].[K+].[I-].[K+]>CC(C)=O>[Br:10][CH2:11][CH2:12][CH2:13][CH2:14][CH2:15][O:4][C:3]1[CH:5]=[CH:6][CH:7]=[CH:8][C:2]=1[CH:1]=[O:9] |f:2.3.4,5.6|. Reported procedure: A solution of salicylaldehyde (82 mmoles) in acetone (50 ml) was added dropwise to a refluxing solution of 1,5-dibromopentane (90.2 mmoles), potassium carbonate (90.2 mmoles) and potassium iodide (0.4 g) in acetone (200 ml). The mixture was refluxed for 18 hours, filtered and the filtrate concentrated. The residue was dissolved in ether and washed with cold 10% sodium hydroxide solution, water and brine. The organic layer was dried over magnesiun sulfate and concentrated. The product was purifie... Reactants: ClC=1N=C(C2=C(N1)N(C=C2C2=CC=C(C(=O)NC)C=C2)COCC[Si](C)(C)C)OC2CCC2 (4-(2-chloro-4-cyclobutoxy-7-((2-(trimethylsilyl)ethoxy)methyl)-7H-pyrrolo[2,3-d]pyrimidin-5-yl)-N-methylbenzamide), CN1N=C(C(=C1)N)C (1,3-dimethyl-1H-pyrazol-4-amine), CC(C)([O-])C.[Na+] (sodium tert-butoxide), chloro[2-(dicyclohexylphosphino)-3,6-dimethoxy-2′,4′,6′-tri-1-propyl-1,1′-biphenyl][2-(2-aminoethyl)phenyl]palladium(II), C1(CCCCC1)P(C1=C(C=CC=C1)C1=C(C=CC=C1OC(C)C)OC(C)C)C1CCCCC1 (dicyclohexyl(2′,6′-diisopropoxy-[1,1′-biphenyl]-2-yl)phosphine). Run in O1CCOCC1 (1,4-dioxane). Run at temperature 100 celsius, time 16 hour. Product: C1(CCC1)OC=1C2=C(N=C(N1)NC=1C(=NN(C1)C)C)N(C=C2C2=CC=C(C(=O)NC)C=C2)COCC[Si](C)(C)C (4-(4-Cyclobutoxy-2-((1,3-dimethyl-1H-pyrazol-4-yl)amino)-7-((2-(trimethylsilyl)ethoxy)methyl)-7H-pyrrolo[2,3-d]pyrimidin-5-yl)-N-methylbenzamide). Yield: 37.0%. As a reaction SMILES: Cl[C:2]1[N:3]=[C:4]([O:29][CH:30]2[CH2:33][CH2:32][CH2:31]2)[C:5]2[C:10]([C:11]3[CH:20]=[CH:19][C:14]([C:15]([NH:17][CH3:18])=[O:16])=[CH:13][CH:12]=3)=[CH:9][N:8]([CH2:21][O:22][CH2:23][CH2:24][Si:25]([CH3:28])([CH3:27])[CH3:26])[C:6]=2[N:7]=1.[CH3:34][N:35]1[CH:39]=[C:38]([NH2:40])[C:37]([CH3:41])=[N:36]1.CC(C)([O-])C.[Na+].C1(P(C2CCCCC2)C2C=CC=CC=2C2C(OC(C)C)=CC=CC=2OC(C)C)CCCCC1>O1CCOCC1>[CH:30]1([O:29][C:4]2[C:5]3[C:10]([C:11]4[CH:20]=[CH:19][C:14]([C:15]([NH:17][CH3:18])=[O:16])=[CH:13][CH:12]=4)=[CH:9][N:8]([CH2:21][O:22][CH2:23][CH2:24][Si:25]([CH3:28])([CH3:27])[CH3:26])[C:6]=3[N:7]=[C:2]([NH:40][C:38]3[C:37]([CH3:41])=[N:36][N:35]([CH3:34])[CH:39]=3)[N:3]=2)[CH2:33][CH2:32][CH2:31]1 |f:2.3|. Reported procedure: To a degassed mixture of 4-(2-chloro-4-cyclobutoxy-7-((2-(trimethylsilyl)ethoxy)methyl)-7H-pyrrolo[2,3-d]pyrimidin-5-yl)-N-methylbenzamide (1 equiv), 1,3-dimethyl-1H-pyrazol-4-amine (1 equiv) and sodium tert-butoxide (2 equiv) in 1,4-dioxane (0.15 M) was added chloro[2-(dicyclohexylphosphino)-3,6-dimethoxy-2′,4′,6′-tri-1-propyl-1,1′-biphenyl][2-(2-aminoethyl)phenyl]palladium(II), (0.06 equiv) and dicyclohexyl(2′,6′-diisopropoxy-[1,1′-biphenyl]-2-yl)phosphine (0.06 equiv). The reaction was stirre... The reactants are C(#N)C=1C(=C2C=CN(C2=CC1)CC(NO)=N)C(F)(F)F (2-[5-cyano-4-(trifluoromethyl)-1H-indol-1-yl]-N-hydroxyethanimidamide), ClC=1C=C(C(=O)O)C=C(C1)Cl (3,5-dichlorobenzoic acid). Product: ClC=1C=C(C=C(C1)Cl)C1=NC(=NO1)CN1C=CC2=C(C(=CC=C12)C#N)C(F)(F)F (1-{[5-(3,5-Dichlorophenyl)-1,2,4-oxadiazol-3-yl]methyl}-4-(trifluoromethyl)-1H-indole-5-carbonitrile). RXN SMILES: [C:1]([C:3]1[C:4]([C:17]([F:20])([F:19])[F:18])=[C:5]2[C:9](=[CH:10][CH:11]=1)[N:8]([CH2:12][C:13](=[NH:16])[NH:14][OH:15])[CH:7]=[CH:6]2)#[N:2].[Cl:21][C:22]1[CH:23]=[C:24]([CH:28]=[C:29]([Cl:31])[CH:30]=1)[C:25](O)=O>>[Cl:21][C:22]1[CH:23]=[C:24]([C:25]2[O:15][N:14]=[C:13]([CH2:12][N:8]3[C:9]4[C:5](=[C:4]([C:17]([F:19])([F:20])[F:18])[C:3]([C:1]#[N:2])=[CH:11][CH:10]=4)[CH:6]=[CH:7]3)[N:16]=2)[CH:28]=[C:29]([Cl:31])[CH:30]=1. Reported procedure: Synthesized as described in Example 241 from 2-[5-cyano-4-(trifluoromethyl)-1H-indol-1-yl]-N-hydroxyethanimidamide and 3,5-dichlorobenzoic acid: MS (APCl) m/z 439 (M+1). Starting materials: N1(N=NC=C1)CCCCC1=CC=C(C=C1)O (4-(4-[1,2,3]triazol-1-yl-butyl)phenol), [H-].[Na+] (sodium hydride), O (water), ClCC=1C=CC(=NC1)C1=CC(=CC=C1)C(F)(F)F (5-Chloromethyl-2-(3-trifluoromethyl-phenyl)-pyridine). The solvent is CN(C=O)C (N,N-dimethylformamide). Run at temperature 0 celsius, time 30 minute. Product: N1(N=NC=C1)CCCCC1=CC=C(OCC=2C=CC(=NC2)C2=CC(=CC=C2)C(F)(F)F)C=C1 (5-[4-(4-[1,2,3]Triazol-1-yl-butyl)-phenoxymethyl]-2-(3-trifluoromethyl-phenyl)-pyridine). Yield: 81.7%. RXN SMILES: [N:1]1([CH2:6][CH2:7][CH2:8][CH2:9][C:10]2[CH:15]=[CH:14][C:13]([OH:16])=[CH:12][CH:11]=2)[CH:5]=[CH:4][N:3]=[N:2]1.[H-].[Na+].Cl[CH2:20][C:21]1[CH:22]=[CH:23][C:24]([C:27]2[CH:32]=[CH:31][CH:30]=[C:29]([C:33]([F:36])([F:35])[F:34])[CH:28]=2)=[N:25][CH:26]=1.O>CN(C)C=O>[N:1]1([CH2:6][CH2:7][CH2:8][CH2:9][C:10]2[CH:11]=[CH:12][C:13]([O:16][CH2:20][C:21]3[CH:22]=[CH:23][C:24]([C:27]4[CH:32]=[CH:31][CH:30]=[C:29]([C:33]([F:36])([F:34])[F:35])[CH:28]=4)=[N:25][CH:26]=3)=[CH:14][CH:15]=2)[CH:5]=[CH:4][N:3]=[N:2]1 |f:1.2|. Reported procedure: A solution of 100 mg (0.46 mmol) 4-(4-[1,2,3]triazol-1-yl-butyl)phenol in 4.0 ml N,N-dimethylformamide was treated at 0° C. with 19 mg (0.48 mmol) of 60% sodium hydride and stirred at 0° C. for 30 min. Then 125 mg (0.46 mmol) 5-Chloromethyl-2-(3-trifluoromethyl-phenyl)-pyridine were added and stirred continued at r.t. over night. After addition of 8 ml water, the precipitate was isolated, washed thoroughly with water, methanol/water 1:1 and diisopropylether. The residue was dried at 40° C. to gi... Starting materials: Cl.ClC1=C(C=C(C=C1)Cl)NN ((2,5-Dichlorophenyl)hydrazine hydrochloride), C1CCC(=O)C(=O)C1 (1,2-cyclo hexadione). Solvent: CO (MeOH). Reaction conditions: temperature 60 celsius. Yields the product ClC1=C2C=3CCCC(C3NC2=C(C=C1)Cl)=O (5,8-Dichloro-2,3,4,9-tetrahydro-1H-carbazol-1-one). Isolated yield 98.4%. As a reaction SMILES: Cl.[Cl:2][C:3]1[CH:8]=[CH:7][C:6]([Cl:9])=[CH:5][C:4]=1[NH:10]N.[CH2:12]1[CH2:19][C:17](=O)[C:15](=[O:16])[CH2:14][CH2:13]1>CO>[Cl:9][C:6]1[CH:7]=[CH:8][C:3]([Cl:2])=[C:4]2[C:5]=1[C:13]1[CH2:12][CH2:19][CH2:17][C:15](=[O:16])[C:14]=1[NH:10]2 |f:0.1|. Procedure: (2,5-Dichlorophenyl)hydrazine hydrochloride (0.3 g, 1.40 mmol) was dissolved in MeOH (3 mL) and 1,2-cyclo hexadione (0.15 g, 1.40 mmol) was added and the mixture heated to 60° C. for 24 h. The reaction mixture was cooled to room temperature and the volatiles were removed in vacuo. The residue was diluted with water, neutralized with NaHCO3 solution and extracted with EtOAc (3×15 mL). The combined organic extracts were concentrated in vacuo to give the crude compound which was purified by silica ... The reactants are C(#N)C=1C=C2C(C3=C(CCN2C1)C=CC=C3)=CCCN(C(=O)OCC(Cl)(Cl)Cl)C (2-Cyano-6,11-dihydro-11-(N-2,2,2-trichloroethoxycarbonyl-3-methylaminopropylidene)-5H-pyrrolo[2,1-b][3]benzazepine). Reagents/catalysts: [Zn] (zinc). Solvent: C(C)(=O)O (acetic acid). Product: C(#N)C=1C=C2C(C3=C(CCN2C1)C=CC=C3)=CCCNC (2-cyano-6,11-dihydro-11-(methylaminopropylidene)-5H-pyrrolo[2,1-b][3]benzazepine). Isolated yield 95.3%. Reaction SMILES: [C:1]([C:3]1[CH:4]=[C:5]2[N:11]([CH:12]=1)[CH2:10][CH2:9][C:8]1[CH:13]=[CH:14][CH:15]=[CH:16][C:7]=1[C:6]2=[CH:17][CH2:18][CH2:19][N:20](C)[C:21](OCC(Cl)(Cl)Cl)=O)#[N:2]>[Zn].C(O)(=O)C>[C:1]([C:3]1[CH:4]=[C:5]2[N:11]([CH:12]=1)[CH2:10][CH2:9][C:8]1[CH:13]=[CH:14][CH:15]=[CH:16][C:7]=1[C:6]2=[CH:17][CH2:18][CH2:19][NH:20][CH3:21])#[N:2]. Reported procedure: 2-Cyano-6,11-dihydro-11-(N-2,2,2-trichloroethoxycarbonyl-3-methylaminopropylidene)-5H-pyrrolo[2,1-b][3]benzazepine (4.0 g., 8.7 mmole) and zinc dust (8 g.) in 25 ml. acetic acid was stirred at room temperature for 18 hours. The solid was filtered off and washed with acetic acid. The filtrate was taken to dryness. The residue was dissolved in dilute hydrochloric acid and extracted with ethyl acetate. The aqueous phase was then made basic, extracted with methylene chloride; the organic layer was w...